From a dataset of the Open Reaction Database (ORD), a public repository of structured organic reaction records. describe an organic reaction: reactants, conditions, products, and yield The reactants are CC(C)(C)OC(=O)N1CCN(c2nccnc2Cl)CC1, OCCO, c1ccncc1. Yields the product CC(C)(C)OC(=O)N1CCN(c2nccnc2OCCO)CC1. Reaction SMILES: [Cl:1][c:2]1[n:3][cH:4][cH:5][n:6][c:7]1[N:8]1[CH2:9][CH2:10][N:11]([C:14](=[O:15])[O:16][C:17]([CH3:18])([CH3:19])[CH3:20])[CH2:12][CH2:13]1.[OH:21][CH2:22][CH2:23][OH:24].[cH:25]1[cH:26][cH:27][n:28][cH:29][cH:30]1>>[c:2]1([O:21][CH2:22][CH2:23][OH:24])[n:3][cH:4][cH:5][n:6][c:7]1[N:8]1[CH2:9][CH2:10][N:11]([C:14](=[O:15])[O:16][C:17]([CH3:18])([CH3:19])[CH3:20])[CH2:12][CH2:13]1.